From a dataset of the Open Reaction Database (ORD), a public repository of structured organic reaction records. describe an organic reaction: reactants, conditions, products, and yield Reactants: C(CCC)[Li] (n-Butyllithium), O1CCCC1 (tetrahydrofuran), C1=CC=CC=CC1 (1,3,5-cycloheptatriene), C1=CC=CC=CC1 (1,3,5-cycloheptatriene). The solvent is C1(=CC=CC=C1)C (toluene). Conditions: temperature -78 celsius. Product: C(CCC)C1=C(CCCC=C1)[Li] (n-butylcycloheptadienyllithium). RXN SMILES: [CH2:1]([Li:5])[CH2:2][CH2:3][CH3:4].O1CC[CH2:8][CH2:7]1.[CH:11]1[CH2:17][CH:16]=CC=[CH:13][CH:12]=1>C1(C)C=CC=CC=1>[CH2:3]([C:2]1[CH:13]=[CH:12][CH2:11][CH2:17][CH2:16][C:1]=1[Li:5])[CH2:4][CH2:7][CH3:8]. Procedure details: n-Butyllithium (50 ml of 1.53 M heptane solution) was introduced into a previously dried and nitrogen purged 100 ml Pyrex-glass pressure tube equipped with a perforated crown cap over a self-sealing rubber gasket. After adjusting the temprature of this solution to -78° C., 20 ml of tetrahydrofuran and 8 ml of 1,3,5-cycloheptatriene (0.077 moles) were added. The solution turned red in color almost immediately after addition of the 1,3,5-cycloheptatriene. This reaction mixture was maintained at -7... Starting materials: CCN(CC)CCN1CCc2[nH]c(C=O)c(C)c2C1=O, CC(O)C(=O)Nc1cc2c(cc1F)CC(=O)N2. Yields the product CCN(CC)CCN1CCc2[nH]c(C=C3C(=O)Nc4cc(NC(=O)C(C)O)c(F)cc43)c(C)c2C1=O. As a reaction SMILES: [CH2:1]([CH3:2])[N:3]([CH2:4][CH2:5][N:6]1[C:7](=[O:18])[c:8]2[c:9]([nH:12][c:13]([CH:16]=[O:17])[c:14]2[CH3:15])[CH2:10][CH2:11]1)[CH2:19][CH3:20].[F:21][c:22]1[cH:23][c:24]2[c:28]([cH:29][c:30]1[NH:31][C:32]([CH:33]([CH3:34])[OH:35])=[O:36])[NH:27][C:26](=[O:37])[CH2:25]2>>[CH2:1]([CH3:2])[N:3]([CH2:4][CH2:5][N:6]1[C:7](=[O:18])[c:8]2[c:9]([nH:12][c:13]([CH:16]=[C:25]3[c:24]4[cH:23][c:22]([F:21])[c:30]([NH:31][C:32]([CH:33]([CH3:34])[OH:35])=[O:36])[cH:29][c:28]4[NH:27][C:26]3=[O:37])[c:14]2[CH3:15])[CH2:10][CH2:11]1)[CH2:19][CH3:20]. The yield is 89.0%. The product is CC=1C=C(C(=NC1C)C1=NC=CC(=C1)C)O (5,6,4′-trimethyl-[2,2′]bipyridin-3-ol). The reactants are CC=1C=C(OC1C)C(=O)C1=NC(=CC=C1)C ((4,5-Dimethylfuran-2-yl)-(6-methyl-pyridin-2-yl)methanone), N (ammonia), CO (methanol). As a reaction SMILES: [CH3:1][C:2]1[CH:3]=[C:4]([C:8]([C:10]2[CH:15]=[CH:14][CH:13]=[C:12](C)[N:11]=2)=O)[O:5][C:6]=1[CH3:7].[NH3:17].[CH3:18]O>>[CH3:1][C:2]1[CH:3]=[C:4]([OH:5])[C:8]([C:10]2[CH:15]=[C:14]([CH3:18])[CH:13]=[CH:12][N:11]=2)=[N:17][C:6]=1[CH3:7]. Procedure details: (4,5-Dimethylfuran-2-yl)-(6-methyl-pyridin-2-yl)methanone (690 mg), methanol (6 ml), and a 28% aqueous ammonia solution (6 ml) were placed in a sealed tube and were stirred at 160° C. overnight. The reaction solution was cooled to room temperature, the solvent was then removed by distillation under the reduced pressure, and the residue was purified by column chromatography using hexane-ethyl acetate to give 5,6,4′-trimethyl-[2,2′]bipyridin-3-ol (611 mg, yield 89%). Reaction conditions: temperature 160 celsius, time 8 hour. The reactants are NCCC1CN(C1)C(C1=CC=CC=C1)C1=CC=CC=C1 (3-aminoethyl-1-benzhydryl azetidine), C(C)(C)(C)OC(=O)NCC1CN(C1)C(C1=CC=CC=C1)C1=CC=CC=C1 (3-(N-tert-butyloxycarbonylaminomethyl)-1-benzhydryl azetidine). Yields the product C(C)(C)(C)OC(=O)NCCC1CN(C1)C(C1=CC=CC=C1)C1=CC=CC=C1 (3-(N-tert-butyloxycarbonylaminoethyl)-1-benzhydryl azetidine). As a reaction SMILES: [NH2:1][CH2:2][CH2:3][CH:4]1[CH2:7][N:6]([CH:8]([C:15]2[CH:20]=[CH:19][CH:18]=[CH:17][CH:16]=2)[C:9]2[CH:14]=[CH:13][CH:12]=[CH:11][CH:10]=2)[CH2:5]1.[C:21]([O:25][C:26](NCC1CN(C(C2C=CC=CC=2)C2C=CC=CC=2)C1)=[O:27])([CH3:24])([CH3:23])[CH3:22]>>[C:21]([O:25][C:26]([NH:1][CH2:2][CH2:3][CH:4]1[CH2:7][N:6]([CH:8]([C:15]2[CH:20]=[CH:19][CH:18]=[CH:17][CH:16]=2)[C:9]2[CH:10]=[CH:11][CH:12]=[CH:13][CH:14]=2)[CH2:5]1)=[O:27])([CH3:24])([CH3:23])[CH3:22]. Procedure: The title compound was prepared from 3-aminoethyl-1-benzhydryl azetidine according the procedure for 3-(N-tert-butyloxycarbonylaminomethyl)-1-benzhydryl azetidine, in a yield of 6.5 g (95%). The reactants are O=C1CCC(=O)N1Br, CCN(CC1CCCC1)c1nc2ccn(C)c2cc1C#N, CN(C)C=O, O. The product is CCN(CC1CCCC1)c1nc2c(Br)cn(C)c2cc1C#N. Reaction SMILES: [Br:22][N:23]1[C:24](=[O:25])[CH2:26][CH2:27][C:28]1=[O:29].[CH:1]1([CH2:6][N:7]([CH2:8][CH3:9])[c:10]2[c:11]([C:20]#[N:21])[cH:12][c:13]3[c:14]([n:15]2)[cH:16][cH:17][n:18]3[CH3:19])[CH2:2][CH2:3][CH2:4][CH2:5]1.[O:31]=[CH:32][N:33]([CH3:34])[CH3:35].[OH2:30]>>[CH:1]1([CH2:6][N:7]([CH2:8][CH3:9])[c:10]2[c:11]([C:20]#[N:21])[cH:12][c:13]3[c:14]([n:15]2)[c:16]([Br:22])[cH:17][n:18]3[CH3:19])[CH2:2][CH2:3][CH2:4][CH2:5]1. Reactants: COC(=O)CC(C)CCC=C(C)C, C1CCOC1, O=C(OO)c1cccc(Cl)c1, ClCCl, [O-][I+3]([O-])([O-])O, [Na+], [Na+], O, O, O, O=S([O-])([O-])=S. The product is COC(=O)CC(C)CCC=O. Reaction SMILES: [C:12]([CH2:13][CH:14]([CH3:15])[CH2:16][CH2:17][CH:18]=[C:19]([CH3:20])[CH3:21])(=[O:22])[O:23][CH3:24].[CH2:42]1[O:43][CH2:44][CH2:45][CH2:46]1.[Cl:1][c:2]1[cH:3][cH:4][cH:5][c:6]([C:7]([O:8][OH:10])=[O:9])[cH:11]1.[Cl:39][CH2:40][Cl:41].[I+3:34]([OH:35])([O-:36])([O-:37])[O-:38].[Na+:30].[Na+:31].[OH2:32].[OH2:33].[OH2:47].[S:25]([O-:26])([O-:27])(=[O:28])=[S:29]>>[O:9]=[CH:18][CH2:17][CH2:16][CH:14]([CH2:13][C:12](=[O:22])[O:23][CH3:24])[CH3:15].